The task is: describe an organic reaction: reactants, conditions, products, and yield. This data is from the Open Reaction Database (ORD), a public repository of structured organic reaction records. The reactants are Cl[Si](C)(C)C (chlorotrimethylsilane), NC1=C(C2=C(CN(CC2)CC2=CC=CC=C2)S1)C(=O)C1=CC=C(C=C1)C ((2-amino-6-benzyl-4,5,6,7-tetrahydrothieno[2,3-c]pyridin-3-yl)(p-tolyl)methanone), O=C(CC(C(=O)OCC)CCC)C (ethyl 4-oxo-2-propylpentanoate), Cl[Si](C)(C)C (chlorotrimethylsilane). Run in CN(C)C=O (DMF). Run at temperature 100 celsius. Yields the product C(C1=CC=CC=C1)N1CCC=2C=3C(=C(C(=NC3SC2C1)C)C(C(=O)OCC)CCC)C1=CC=C(C=C1)C (Ethyl 2-[7-benzyl-2-methyl-4-(p-tolyl)-5,6,7,8-tetrahydro-9-thia-1,7-diaza-fluoren-3-yl]pentanoate). Reaction SMILES: [NH2:1][C:2]1[S:17][C:5]2[CH2:6][N:7]([CH2:10][C:11]3[CH:16]=[CH:15][CH:14]=[CH:13][CH:12]=3)[CH2:8][CH2:9][C:4]=2[C:3]=1[C:18]([C:20]1[CH:25]=[CH:24][C:23]([CH3:26])=[CH:22][CH:21]=1)=O.O=[C:28]([CH3:39])[CH2:29][CH:30]([CH2:36][CH2:37][CH3:38])[C:31]([O:33][CH2:34][CH3:35])=[O:32].Cl[Si](C)(C)C>CN(C=O)C>[CH2:10]([N:7]1[CH2:6][C:5]2[S:17][C:2]3[N:1]=[C:28]([CH3:39])[C:29]([CH:30]([CH2:36][CH2:37][CH3:38])[C:31]([O:33][CH2:34][CH3:35])=[O:32])=[C:18]([C:20]4[CH:25]=[CH:24][C:23]([CH3:26])=[CH:22][CH:21]=4)[C:3]=3[C:4]=2[CH2:9][CH2:8]1)[C:11]1[CH:16]=[CH:15][CH:14]=[CH:13][CH:12]=1. Reported procedure: To a solution of (2-amino-6-benzyl-4,5,6,7-tetrahydrothieno[2,3-c]pyridin-3-yl)(p-tolyl)methanone (0.286 g; 1 mmol) and ethyl 4-oxo-2-propylpentanoate (0.204 g; 1.1 mmol) in dry DMF (4 mL) under nitrogen atmosphere was added chlorotrimethylsilane (0.511 mL; 4 mmol) dropwise. The mixture was stirred in a sealed tube and heated at 100° C. for 24 h. An extra volume of chlorotrimethylsilane was added (0.100 mL) and the reaction mixture was stirred at 100° C. for 48 h. After cooling, the volatiles we... Starting materials: CC1(OC2=CC(=CC=C2C(C1)(C)C)C#C[Si](C)(C)C)C (2,2,4,4-tetramethyl-7-trimethylsilylethynyl-chroman), CC1(OC2=CC(=CC=C2C(C1)(C)C)C#C[Si](C)(C)C)C (2,2,4,4-tetramethyl-7-trimethylsilylethynyl-chroman), [OH-].[K+] (KOH). The solvent is C(C)(C)O (isopropanol). Conditions: time 24 hour. The product is CC1(OC2=CC(=CC=C2C(C1)(C)C)C#C)C (2,2,4,4-tetramethyl-7-ethynyl chroman). As a reaction SMILES: [CH3:1][C:2]1([CH3:20])[CH2:11][C:10]([CH3:13])([CH3:12])[C:9]2[C:4](=[CH:5][C:6]([C:14]#[C:15][Si](C)(C)C)=[CH:7][CH:8]=2)[O:3]1.[OH-].[K+]>C(O)(C)C>[CH3:1][C:2]1([CH3:20])[CH2:11][C:10]([CH3:12])([CH3:13])[C:9]2[C:4](=[CH:5][C:6]([C:14]#[CH:15])=[CH:7][CH:8]=2)[O:3]1 |f:1.2|. Procedure details: To a solution of 1.16 g (4.1 mmol) of 2,2,4,4-tetramethyl-7-trimethylsilylethynyl-chroman (Compound 43) in 3 ml of isopropanol was added 5 ml of ethanolic KOH solution. The reaction mixture was stirred at room temperature for 24 hours and the alcohol was then removed under vacuum. The residue was extracted with 2×10 ml of ether and the combined ether extracts were washed with 15 ml of water and 20 ml of saturated NaCl solution and then dried (MgSO4). The solvent was removed in vacuo and the resi... Reactants: C(C)(C)C=1N=C(SC1C(=O)OCC)N1CC(C1)NCCC (ethyl 4-isopropyl-2-[3-(n-propylamino)azetidin-1-yl]-1,3-thiazole-5-carboxylate), ON1N=NC2=C1C=CC=C2 (1-hydroxybenzotriazole), CN1CCOCC1 (N-methylmorpholine), ClC=1N=C(NC1CC)C(=O)O (4-chloro-5-ethyl-1H-imidazole-2-carboxylic acid), CCN=C=NCCCN(C)C.Cl (WSC hydrochloride). Product: ClC=1N=C(NC1CC)C(=O)N(C1CN(C1)C=1SC(=C(N1)C(C)C)C(=O)OCC)CCC (Ethyl 2-(3-{[(4-chloro-5-ethyl-1H-imidazol-2-yl)carbonyl](n-propyl)amino}azetidin-1-yl)-4-isopropyl-1,3-thiazole-5-carboxylate). Isolated yield 61.2%. RXN SMILES: [CH:1]([C:4]1[N:5]=[C:6]([N:14]2[CH2:17][CH:16]([NH:18][CH2:19][CH2:20][CH3:21])[CH2:15]2)[S:7][C:8]=1[C:9]([O:11][CH2:12][CH3:13])=[O:10])([CH3:3])[CH3:2].[Cl:22][C:23]1[N:24]=[C:25]([C:30](O)=[O:31])[NH:26][C:27]=1[CH2:28][CH3:29].CCN=C=NCCCN(C)C.Cl.ON1C2C=CC=CC=2N=N1.CN1CCOCC1>>[Cl:22][C:23]1[N:24]=[C:25]([C:30]([N:18]([CH2:19][CH2:20][CH3:21])[CH:16]2[CH2:17][N:14]([C:6]3[S:7][C:8]([C:9]([O:11][CH2:12][CH3:13])=[O:10])=[C:4]([CH:1]([CH3:3])[CH3:2])[N:5]=3)[CH2:15]2)=[O:31])[NH:26][C:27]=1[CH2:28][CH3:29] |f:2.3|. Procedure details: The same operation as in Example (221c) was performed using ethyl 4-isopropyl-2-[3-(n-propylamino)azetidin-1-yl]-1,3-thiazole-5-carboxylate obtained in Example (229b) (91 mg, 0.29 mmol), 4-chloro-5-ethyl-1H-imidazole-2-carboxylic acid obtained in Example (1d) (51 mg, 0.29 mmol), WSC hydrochloride (168 mg, 0.88 mmol), 1-hydroxybenzotriazole (39 mg, 0.29 mmol) and N-methylmorpholine (0.06 mL, 0.58 mmol), to obtain 83 mg of the title compound as a colorless oily substance (61%). Starting materials: CC(C(C)C)C1=C(C=CC(=C1)C(=O)OC)C1=C(C=CC(=C1)OC)F (Methyl 2-(1,2-dimethylpropyl)-2′-fluoro-5′-(methyloxy)-1,1′-biphenyl-4-carboxylate), [H-].[H-].[H-].[H-].[Li+].[Al+3] (LAH), [OH-].[Na+] (NaOH). The solvent is C1CCOC1 (THF). Run at time 1 hour. The product is CC(C(C)C)C1=C(C=CC(=C1)CO)C1=C(C=CC(=C1)OC)F ((2-(1,2-Dimethylpropyl)-2′-fluoro-5′-(methyloxy)-1,1′-biphenyl-4-yl)methanol). Yield: 18.2%. Reaction SMILES: [CH3:1][CH:2]([C:6]1[CH:11]=[C:10]([C:12](OC)=[O:13])[CH:9]=[CH:8][C:7]=1[C:16]1[CH:21]=[C:20]([O:22][CH3:23])[CH:19]=[CH:18][C:17]=1[F:24])[CH:3]([CH3:5])[CH3:4].[H-].[H-].[H-].[H-].[Li+].[Al+3].[OH-].[Na+]>C1COCC1>[CH3:1][CH:2]([C:6]1[CH:11]=[C:10]([CH2:12][OH:13])[CH:9]=[CH:8][C:7]=1[C:16]1[CH:21]=[C:20]([O:22][CH3:23])[CH:19]=[CH:18][C:17]=1[F:24])[CH:3]([CH3:4])[CH3:5] |f:1.2.3.4.5.6,7.8|. Reported procedure: To a stirred solution of 69.12B (0.050 g, 0.2 mmol) in THF (3 mL) at 0° C. was added LAH (0.3 mL, 0.3 mmol, 1.0M). The reaction was stirred for one hour and then 1N NaOH(aq) was added to the mixture. The reaction was extracted three times with EtOAc. After drying over anhydrous magnesium sulfate and filtering, the organic solvent was removed under reduced pressure and the product was purified on silica gel (0-20% EtOAc in hexanes) to yield 69.12C as a colorless oil (0.011 g, 24% yield). The reactants are C1(=CC=C(C=C1)CC(=O)O)CC(=O)O (2,2′-(1,4-phenylene)diacetic acid), C(C)O (ethanol), C(C)(=O)Cl (acetyl chloride). Yields the product C1(=CC=C(C=C1)CC(=O)OCC)CC(=O)OCC (Diethyl 2,2′-(1,4-phenylene)diacetate). RXN SMILES: [C:1]1([CH2:11][C:12]([OH:14])=[O:13])[CH:6]=[CH:5][C:4]([CH2:7][C:8]([OH:10])=[O:9])=[CH:3][CH:2]=1.[C:15](Cl)(=O)[CH3:16].[CH2:19](O)[CH3:20]>>[C:1]1([CH2:11][C:12]([O:14][CH2:15][CH3:16])=[O:13])[CH:2]=[CH:3][C:4]([CH2:7][C:8]([O:10][CH2:19][CH3:20])=[O:9])=[CH:5][CH:6]=1. Procedure: 2,2′-(1,4-phenylene)diacetic acid (10.0 g, 51 mmol) was dissolved in ethanol (100 ml) and the solution treated dropwise with catalytic acetyl chloride (2.5 ml). The reaction mixture was stirred at reflux for 18 hours before being allowed to cool and concentrated in vacuo. The residue was taken up in ethyl acetate (100 ml) and extracted with sodium bicarbonate solution (3×50 ml) and brine (3×50 ml). The organic phase was then dried (magnesium sulphate) and concentrated in vacuo. The residue was t... Starting materials: BrC1=CC2=C(C(C=3NC4=CC(=CC=C4C3C2=O)C#N)(C)C)C=C1OC (9-Bromo-8-methoxy-6,6-dimethyl-11-oxo-6,11-dihydro-5H-benzo[b]carbazole-3-carbonitrile), aqueous solution, Cl (hydrochloric acid), C[O-].[Na+] (NaOMe), C(CCCCCCCCCCC)S (1-dodecanethiol). The solvent is CN1CCCC1=O (NMP). Conditions: temperature 160 celsius, time 1 hour. Yields the product BrC1=CC2=C(C(C=3NC4=CC(=CC=C4C3C2=O)C#N)(C)C)C=C1O (9-Bromo-8-hydroxy-6,6-dimethyl-11-oxo-6,11-dihydro-5H-benzo[b]carbazole-3-carbonitrile). Isolated yield 194.9%. RXN SMILES: [Br:1][C:2]1[C:23]([O:24]C)=[CH:22][C:5]2[C:6]([CH3:21])([CH3:20])[C:7]3[NH:8][C:9]4[C:14]([C:15]=3[C:16](=[O:17])[C:4]=2[CH:3]=1)=[CH:13][CH:12]=[C:11]([C:18]#[N:19])[CH:10]=4.C[O-].[Na+].C(S)CCCCCCCCCCC.Cl>CN1C(=O)CCC1>[Br:1][C:2]1[C:23]([OH:24])=[CH:22][C:5]2[C:6]([CH3:21])([CH3:20])[C:7]3[NH:8][C:9]4[C:14]([C:15]=3[C:16](=[O:17])[C:4]=2[CH:3]=1)=[CH:13][CH:12]=[C:11]([C:18]#[N:19])[CH:10]=4 |f:1.2|. Procedure: 9-Bromo-8-methoxy-6,6-dimethyl-11-oxo-6,11-dihydro-5H-benzo[b]carbazole-3-carbonitrile (Compound E3-1-1, 1.0 g, 2.53 mmol) was dissolved in NMP (10 mL), added with NaOMe (683 mg, 5 eq.) and 1-dodecanethiol (3.0 mL, 5 eq.), and stirred at 160° C. for 1 hr. The reaction solution was added to 0.5 N aqueous solution of hydrochloric acid, and then extracted with ethyl acetate. The organic layer was washed with saturated brine and dried over sodium sulfate. The drying agent was removed by filtration a... RXN SMILES: [Br:1][c:2]1[c:3]([CH2:27][CH3:28])[n:4][c:5]([CH2:24][CH2:25][CH3:26])[n:6]([CH2:9][c:10]2[cH:11][cH:12][c:13](-[c:16]3[c:17]([C:22]#[N:23])[cH:18][cH:19][cH:20][cH:21]3)[cH:14][cH:15]2)[c:7]1=[O:8].[CH3:29][O:30][c:31]1[cH:32][cH:33][cH:34][c:35]([OH:36])[cH:37]1.[CH3:40][S:41](=[O:42])[CH3:43].[CH3:44][CH2:45][O:46][C:47](=[O:48])[CH3:49].[K+:39].[OH-:38]>>[c:2]1([O:36][c:35]2[cH:34][cH:33][cH:32][c:31]([O:30][CH3:29])[cH:37]2)[c:3]([CH2:27][CH3:28])[n:4][c:5]([CH2:24][CH2:25][CH3:26])[n:6]([CH2:9][c:10]2[cH:11][cH:12][c:13](-[c:16]3[c:17]([C:22]#[N:23])[cH:18][cH:19][cH:20][cH:21]3)[cH:14][cH:15]2)[c:7]1=[O:8]. Reactants: CCCc1nc(CC)c(Br)c(=O)n1Cc1ccc(-c2ccccc2C#N)cc1, COc1cccc(O)c1, CS(C)=O, CCOC(C)=O, [K+], [OH-]. Yields the product CCCc1nc(CC)c(Oc2cccc(OC)c2)c(=O)n1Cc1ccc(-c2ccccc2C#N)cc1.